This data is from the Open Reaction Database (ORD), a public repository of structured organic reaction records. The task is: describe an organic reaction: reactants, conditions, products, and yield Reactants: OC1=NOC(=C1C(C)C)C=1C=NC=CC1 (3-Hydroxy-4-isopropyl-5-(3-pyridyl)isoxazole), C(C)(C)(C)OC(=O)NCCO (2-(N-tert-butoxycarbonylamino)ethanol). Yields the product C(C)(C)(C)OC(=O)NCCOC1=NOC(=C1C(C)C)C=1C=NC=CC1 (3-(2-(N-tert-Butoxycarbonylamino)ethoxy)-4-isopropyl-5-(3-pyridyl)isoxazole). The yield is 72.2%. RXN SMILES: [OH:1][C:2]1[C:6]([CH:7]([CH3:9])[CH3:8])=[C:5]([C:10]2[CH:11]=[N:12][CH:13]=[CH:14][CH:15]=2)[O:4][N:3]=1.[C:16]([O:20][C:21]([NH:23][CH2:24][CH2:25]O)=[O:22])([CH3:19])([CH3:18])[CH3:17]>>[C:16]([O:20][C:21]([NH:23][CH2:24][CH2:25][O:1][C:2]1[C:6]([CH:7]([CH3:9])[CH3:8])=[C:5]([C:10]2[CH:11]=[N:12][CH:13]=[CH:14][CH:15]=2)[O:4][N:3]=1)=[O:22])([CH3:19])([CH3:18])[CH3:17]. Reported procedure: 3-Hydroxy-4-isopropyl-5-(3-pyridyl)isoxazole (0.12 g) and 2-(N-tert-butoxycarbonylamino)ethanol (0.09 g) were subjected to reaction and post-treatment in a similar manner to that described in Example 9(a) to obtain the title compound (0.14 g, 74%) as a colorless powder. Starting materials: ClC1=CC=C(S1)S(=O)(=O)N(C(C(=O)NCC1=CC(=NC=C1)C1=CC=C(C=C1)OC(F)(F)F)=C)CC (2-[(5-chloro-2-thienyl)sulfonyl-ethyl-amino]N-[[2-[4-(trifluoromethoxy)phenyl]-4-pyridyl]methyl]prop-2-enamide), CCOC(=O)OC(=O)OCC (DEPC), FC(C1=CC=C(C=C1)C1=NC=CC(=C1)CN)(F)F ([2-[4-(trifluoromethyl)phenyl]-4-pyridyl]methanamine). The solvent is C1CCOC1 (THF). Run at time 8 hour. The product is ClC1=CC=C(S1)S(=O)(=O)N(C(C(=O)NCC1=CC(=NC=C1)C1=CC=C(C=C1)C(F)(F)F)=C)CC (2-[(5-chloro-2-thienyl)sulfonyl-ethyl-amino]-N-[[2-[4-(trifluoromethyl)phenyl]-4-pyridyl]methyl]prop-2-enamide). Isolated yield 18.9%. Reaction SMILES: [Cl:1][C:2]1[S:6][C:5]([S:7]([N:10]([CH2:34][CH3:35])[C:11](=[CH2:33])[C:12]([NH:14][CH2:15][C:16]2[CH:21]=[CH:20][N:19]=[C:18]([C:22]3[CH:27]=[CH:26][C:25](OC(F)(F)F)=[CH:24][CH:23]=3)[CH:17]=2)=[O:13])(=[O:9])=[O:8])=[CH:4][CH:3]=1.CCOC(OC(OCC)=O)=O.[F:47][C:48]([F:64])([F:63])C1C=CC(C2C=C(CN)C=CN=2)=CC=1>C1COCC1>[Cl:1][C:2]1[S:6][C:5]([S:7]([N:10]([CH2:34][CH3:35])[C:11](=[CH2:33])[C:12]([NH:14][CH2:15][C:16]2[CH:21]=[CH:20][N:19]=[C:18]([C:22]3[CH:27]=[CH:26][C:25]([C:48]([F:64])([F:63])[F:47])=[CH:24][CH:23]=3)[CH:17]=2)=[O:13])(=[O:8])=[O:9])=[CH:4][CH:3]=1. Reported procedure: Acid 7 (295.76 mg, 1 mmol) was dissolved in 10 ml of THF and at rt DEPC (1.1 equiv, 0.15 ml) and [2-[4-(trifluoromethyl)phenyl]-4-pyridyl]methanamine 21A (1.1 equiv., 277.5 mg) were added to the solution. The mixture was stirred at rt overnight then evaporated. The residue was dissolved in AcOEt (30 ml) and washed with water (1×20 ml) and brine. The organic phase was dried over sodium sulfate and concentrated under vacuum. The purification of the crude by chromatographic column (1:1 EtOAc:petrol... Reactants: ClC1=NC(=CC(=N1)NCC(C)(C)C)NCC(C)(C)C (2-chloro-4,6-bis(2,2-dimethylpropylamino)pyrimidine), N1CCNCC1 (piperazine). The product is CC(CNC1=NC(=NC(=C1)NCC(C)(C)C)N1CCNCC1)(C)C (4,6-bis(2,2-dimethylpropylamino)-2-(1-piperazinyl)pyrimidine). Isolated yield 78.3%. RXN SMILES: Cl[C:2]1[N:7]=[C:6]([NH:8][CH2:9][C:10]([CH3:13])([CH3:12])[CH3:11])[CH:5]=[C:4]([NH:14][CH2:15][C:16]([CH3:19])([CH3:18])[CH3:17])[N:3]=1.[NH:20]1[CH2:25][CH2:24][NH:23][CH2:22][CH2:21]1>>[CH3:17][C:16]([CH3:19])([CH3:18])[CH2:15][NH:14][C:4]1[CH:5]=[C:6]([NH:8][CH2:9][C:10]([CH3:13])([CH3:12])[CH3:11])[N:7]=[C:2]([N:20]2[CH2:25][CH2:24][NH:23][CH2:22][CH2:21]2)[N:3]=1. Reported procedure: The reaction of 2-chloro-4,6-bis(2,2-dimethylpropylamino)pyrimidine with piperazine as described in Example 4 leads to the title product in a yield of 78.3%, m.p.: 132°-136° C. Starting materials: OCCCBr, O=C([O-])[O-], CCCCO, [I-], [K+], [K+], [K+], C1COCCO1, c1ccc(C2(c3ccccc3)CCNCC2)cc1. Product: OCCCN1CCC(c2ccccc2)(c2ccccc2)CC1. As a reaction SMILES: [Br:19][CH2:20][CH2:21][CH2:22][OH:23].[C:24](=[O:25])([O-:26])[O-:27].[CH2:32]([OH:33])[CH2:34][CH2:35][CH3:36].[I-:31].[K+:28].[K+:29].[K+:30].[O:37]1[CH2:38][CH2:39][O:40][CH2:41][CH2:42]1.[c:1]1([C:7]2([c:13]3[cH:14][cH:15][cH:16][cH:17][cH:18]3)[CH2:8][CH2:9][NH:10][CH2:11][CH2:12]2)[cH:2][cH:3][cH:4][cH:5][cH:6]1>>[c:1]1([C:7]2([c:13]3[cH:14][cH:15][cH:16][cH:17][cH:18]3)[CH2:8][CH2:9][N:10]([CH2:20][CH2:21][CH2:22][OH:23])[CH2:11][CH2:12]2)[cH:2][cH:3][cH:4][cH:5][cH:6]1. The reactants are CN1CCc2[nH]c3ccc(Cl)cc3c2CC1, O=C(CCl)N1CCCC1, [Cu]I, [K+], [K+], [K+], CN(C)C=O, O=C(O)C1CCCN1, O=P([O-])([O-])[O-]. The product is CN1CCc2c(n(CC(=O)N3CCCC3)c3ccc(Cl)cc23)CC1. RXN SMILES: [Cl:1][c:2]1[cH:3][c:4]2[c:5]3[c:6]([nH:7][c:8]2[cH:9][cH:10]1)[CH2:11][CH2:12][N:13]([CH3:16])[CH2:14][CH2:15]3.[Cl:33][CH2:34][C:35](=[O:36])[N:37]1[CH2:38][CH2:39][CH2:40][CH2:41]1.[Cu:42][I:43].[K+:30].[K+:31].[K+:32].[O:44]=[CH:45][N:46]([CH3:47])[CH3:48].[OH:17][C:18]([CH:19]1[NH:20][CH2:21][CH2:22][CH2:23]1)=[O:24].[P:25]([O-:26])([O-:27])([O-:28])=[O:29]>>[Cl:1][c:2]1[cH:3][c:4]2[c:5]3[c:6]([n:7]([CH2:34][C:35](=[O:36])[N:37]4[CH2:38][CH2:39][CH2:40][CH2:41]4)[c:8]2[cH:9][cH:10]1)[CH2:11][CH2:12][N:13]([CH3:16])[CH2:14][CH2:15]3. The reactants are ClC1=NC=CC(=N1)C1=CC2=C(N=C(S2)NC(C)=O)C=C1 (N-(6-(2-chloropyrimidin-4-yl)benzo[d]thiazol-2-yl)acetamide), N1(CCCCC1)N (piperidin-1-amine). Run in CS(=O)C (DMSO), CS(=O)C (DMSO). Conditions: temperature 80 celsius, time 20 minute. Yields the product N1(CCCCC1)NC1=NC=CC(=N1)C1=CC2=C(N=C(S2)NC(C)=O)C=C1 (N-(6-(2-(piperidin-1-ylamino)pyrimidin-4-yl)benzo[d]thiazol-2-yl)acetamide). Yield: 9.0%. RXN SMILES: Cl[C:2]1[N:7]=[C:6]([C:8]2[CH:20]=[CH:19][C:11]3[N:12]=[C:13]([NH:15][C:16](=[O:18])[CH3:17])[S:14][C:10]=3[CH:9]=2)[CH:5]=[CH:4][N:3]=1.[N:21]1([NH2:27])[CH2:26][CH2:25][CH2:24][CH2:23][CH2:22]1>CS(C)=O>[N:21]1([NH:27][C:2]2[N:7]=[C:6]([C:8]3[CH:20]=[CH:19][C:11]4[N:12]=[C:13]([NH:15][C:16](=[O:18])[CH3:17])[S:14][C:10]=4[CH:9]=3)[CH:5]=[CH:4][N:3]=2)[CH2:26][CH2:25][CH2:24][CH2:23][CH2:22]1. Reported procedure: A mixture of N-(6-(2-chloropyrimidin-4-yl)benzo[d]thiazol-2-yl)acetamide (0.100 g, 0.3 mmol) and piperidin-1-amine (0.03 g, 0.3 mmol) in DMSO (0.03 g, 0.3 mmol) was heated under microwave (CEM) at 80° C. and 130 W (Powermax® off) for 20 min. Then, the mixture was diluted with 1 ml of DMSO and purified by HPLC (5-50% CH3CN in water) to give a light yellow solid (10 mg) as a TFA salt. MS (ESI pos. ion) Found m/z: 369, (M+H)+.